This data is from the Open Reaction Database (ORD), a public repository of structured organic reaction records. The task is: describe an organic reaction: reactants, conditions, products, and yield Reactants: BrCC(=O)OC(C)(C)C (tert-butyl bromoacetate), ice water, COC(CN)OC (2,2-dimethoxyethylamine), C([O-])([O-])=O.[K+].[K+] (potassium carbonate), BrCC(=O)OC(C)(C)C (tert-butyl bromoacetate). The solvent is CN(C)C=O (DMF). Reaction conditions: time 2 hour. The product is C(C)(C)(C)OC(CNCC(OC)OC)=O (N-(2,2-dimethoxyethyl)glycine tert-butyl ester). Isolated yield 42.3%. As a reaction SMILES: [CH3:1][O:2][CH:3]([O:6][CH3:7])[CH2:4][NH2:5].C(=O)([O-])[O-].[K+].[K+].Br[CH2:15][C:16]([O:18][C:19]([CH3:22])([CH3:21])[CH3:20])=[O:17]>CN(C=O)C>[C:19]([O:18][C:16](=[O:17])[CH2:15][NH:5][CH2:4][CH:3]([O:6][CH3:7])[O:2][CH3:1])([CH3:22])([CH3:21])[CH3:20] |f:1.2.3|. Procedure: To a mixture of 2,2-dimethoxyethylamine (15 g, 143 mmol), anhydrous potassium carbonate (20 g, 145 mmol) and DMF (140 mL) was added tert-butyl bromoacetate (11.5 mL, 71.2 mmol). After stirring at room temperature for 2 hours, another portion of tert-butyl bromoacetate (11.5 mL, 71.2 mmol) was added to the mixture, which was stirred overnight at room temperature. To the reaction mixture was added ice-water (140 mL). The mixture was extracted with EtOAc. The organic layer was washed with sat. NaCl... As a reaction SMILES: [CH3:1][O:2][C:3]([c:4]1[c:5](-[c:10]2[cH:11][c:12]3[c:13]([nH:14][c:15]([CH2:17][O:18][c:19]4[cH:20][cH:21][c:22]([C:25]([F:26])([F:27])[F:28])[cH:23][cH:24]4)[n:16]3)[cH:29][cH:30]2)[cH:6][cH:7][cH:8][cH:9]1)=[O:31].[CH3:32][OH:33].[CH3:37][CH2:38][O:39][C:40]([CH3:41])=[O:42].[ClH:36].[Li+:34].[OH-:35].[OH2:43]>>[O:2]=[C:3]([c:4]1[c:5](-[c:10]2[cH:11][c:12]3[c:13]([nH:14][c:15]([CH2:17][O:18][c:19]4[cH:20][cH:21][c:22]([C:25]([F:26])([F:27])[F:28])[cH:23][cH:24]4)[n:16]3)[cH:29][cH:30]2)[cH:6][cH:7][cH:8][cH:9]1)[OH:31]. The product is O=C(O)c1ccccc1-c1ccc2[nH]c(COc3ccc(C(F)(F)F)cc3)nc2c1. The reactants are COC(=O)c1ccccc1-c1ccc2[nH]c(COc3ccc(C(F)(F)F)cc3)nc2c1, CO, CCOC(C)=O, Cl, [Li+], [OH-], O. The reactants are C, CCO, [Pd], CCOC(=O)c1ccc2c(c1)CCC(Cc1cccnc1)=C2. The product is CCOC(=O)c1ccc2c(c1)CCC(Cc1cccnc1)C2. Reaction SMILES: [C:26].[CH3:23][CH2:24][OH:25].[Pd:27].[n:1]1[cH:2][c:3]([CH2:7][C:8]2=[CH:9][c:10]3[cH:11][cH:12][c:13]([C:18](=[O:19])[O:20][CH2:21][CH3:22])[cH:14][c:15]3[CH2:16][CH2:17]2)[cH:4][cH:5][cH:6]1>>[n:1]1[cH:2][c:3]([CH2:7][CH:8]2[CH2:9][c:10]3[cH:11][cH:12][c:13]([C:18](=[O:19])[O:20][CH2:21][CH3:22])[cH:14][c:15]3[CH2:16][CH2:17]2)[cH:4][cH:5][cH:6]1. The reactants are BrC=1C=C2N(N=CC(=C2N[C@H](C)C2CC2)C(=O)N)C1 ((R)-6-bromo-4-(1-cyclopropylethylamino) pyrrolo[1,2-b]pyridazine-3-carboxamide), BrC=1C=C2N(N=CC(=C2N[C@H](C)C2CC2)C(=O)N)C1 ((R)-6-bromo-4-(1-cyclopropylethylamino) pyrrolo[1,2-b]pyridazine-3-carboxamide), N1C(CCC1)=O (2-pyrrolidinone). Product: C1(CC1)[C@@H](C)NC=1C=2N(N=CC1C(=O)N)C=C(C2)N2C(CCC2)=O ((R)-4-(1-cyclopropylethylamino)-6-(2-oxopyrrolidin-1-yl)pyrrolo[1,2-b]pyridazine-3-carboxamide). Reaction SMILES: Br[C:2]1[CH:3]=[C:4]2[C:9]([NH:10][C@@H:11]([CH:13]3[CH2:15][CH2:14]3)[CH3:12])=[C:8]([C:16]([NH2:18])=[O:17])[CH:7]=[N:6][N:5]2[CH:19]=1.[NH:20]1[CH2:24][CH2:23][CH2:22][C:21]1=[O:25]>>[CH:13]1([C@H:11]([NH:10][C:9]2[C:4]3[N:5]([CH:19]=[C:2]([N:20]4[CH2:24][CH2:23][CH2:22][C:21]4=[O:25])[CH:3]=3)[N:6]=[CH:7][C:8]=2[C:16]([NH2:18])=[O:17])[CH3:12])[CH2:15][CH2:14]1. Procedure details: Example 185 was prepared from 6-bromo-4-(((1R)-1-cyclopropylethyl)amino)-pyrrolo[1,2-b]pyridazine-3-carboxamide (Intermediate 4) and 2-pyrrolidinone according to the procedure described for Example 37. HPLC (condition G): retention time=7.10 min. LCMS (ES+) m/z: 328.1. Isolated yield 89.4%. Reported procedure: 150 Parts of methyl N-(decahydro-1-naphthalenyl)glycine were added dropwise to 372 parts of formic acid while cooling (5° C.). Upon complete addition, 110 parts of acetic acid anhydride were added. The reaction mixture was stirred for 17 hours at room temperature. The whole was distilled in vacuo, yielding 142.8 parts (89.4%) of methyl N-(decahydro-1-naphthalenyl)-N-formylglycine as a residue (intermediate 6). The product is CC(N(C=O)C1CCCC2CCCCC12)C(=O)O (methyl N-(decahydro-1-naphthalenyl)-N-formylglycine), intermediate 6. As a reaction SMILES: [CH3:1][N:2]([CH:7]1[CH:16]2[CH:11]([CH2:12][CH2:13][CH2:14][CH2:15]2)[CH2:10][CH2:9][CH2:8]1)[CH2:3][C:4](O)=O.C(OC(=O)C)(=[O:19])C.[CH:24]([OH:26])=[O:25]>>[CH3:4][CH:3]([C:24]([OH:26])=[O:25])[N:2]([CH:7]1[CH:16]2[CH:11]([CH2:12][CH2:13][CH2:14][CH2:15]2)[CH2:10][CH2:9][CH2:8]1)[CH:1]=[O:19]. Run at temperature 5 celsius, time 17 hour. Reactants: CN(CC(=O)O)C1CCCC2CCCCC12 (methyl N-(decahydro-1-naphthalenyl)glycine), C(=O)O (formic acid), C(C)(=O)OC(C)=O (acetic acid anhydride).